This data is from the Open Reaction Database (ORD), a public repository of structured organic reaction records. The task is: describe an organic reaction: reactants, conditions, products, and yield Starting materials: [BH4-], O=C(O)C1CC(OCc2ccccc2)C1, I, [Na+], C1CCOC1. Product: OCC1CC(OCc2ccccc2)C1. RXN SMILES: [BH4-:16].[CH2:1]([c:2]1[cH:3][cH:4][cH:5][cH:6][cH:7]1)[O:8][CH:9]1[CH2:10][CH:11]([C:13](=[O:14])[OH:15])[CH2:12]1.[I:18].[Na+:17].[O:19]1[CH2:20][CH2:21][CH2:22][CH2:23]1>>[CH2:1]([c:2]1[cH:3][cH:4][cH:5][cH:6][cH:7]1)[O:8][CH:9]1[CH2:10][CH:11]([CH2:13][OH:14])[CH2:12]1. Starting materials: C1(CC1)NC(=O)C=1N=NN(C1CCCO)C1=C(C=C(C=C1)C(=O)NCC)O (N-Cyclopropyl-1-{4-[(ethylamino)carbonyl]-2-hydroxyphenyl}-5-(3-hydroxypropyl)-1H-1,2,3-triazole-4-carboxamide), C(CCC)P(CCCC)CCCC (tributylphosphine), C1CCN(CC1)C(=O)N=NC(=O)N2CCCCC2 (ADDP). Run in C1CCOC1 (THF). Run at time 8 hour. The product is C1(CC1)NC(=O)C=1N=NN2C1CCCOC1=C2C=CC(=C1)C(=O)NCC (N3-cyclopropyl-N9-ethyl-5,6-dihydro-4H-[1,2,3]triazolo[5,1-e][1,6]benzoxazocine-3,9-dicarboxamide). The yield is 12.1%. RXN SMILES: [CH:1]1([NH:4][C:5]([C:7]2[N:8]=[N:9][N:10]([C:16]3[CH:21]=[CH:20][C:19]([C:22]([NH:24][CH2:25][CH3:26])=[O:23])=[CH:18][C:17]=3[OH:27])[C:11]=2[CH2:12][CH2:13][CH2:14]O)=[O:6])[CH2:3][CH2:2]1.C(P(CCCC)CCCC)CCC.C1CCN(C(N=NC(N2CCCCC2)=O)=O)CC1>C1COCC1>[CH:1]1([NH:4][C:5]([C:7]2[N:8]=[N:9][N:10]3[C:16]4[CH:21]=[CH:20][C:19]([C:22]([NH:24][CH2:25][CH3:26])=[O:23])=[CH:18][C:17]=4[O:27][CH2:14][CH2:13][CH2:12][C:11]=23)=[O:6])[CH2:2][CH2:3]1. Reported procedure: N-Cyclopropyl-1-{4-[(ethylamino)carbonyl]-2-hydroxyphenyl}-5-(3-hydroxypropyl)-1H-1,2,3-triazole-4-carboxamide (260 mg) obtained in Example 335c) and tributylphosphine (4.1 ml) were dissolved in THF (50 ml), ADDP (4.16 g) was added under an argon atmosphere, and the mixture was stirred overnight. The reaction mixture was concentrated under reduced pressure, and the obtained residue was dissolved in ethyl acetate. This ethyl acetate solution was washed with 1N hydrochloric acid, dried over anhydr... The reactants are crude product, solution, C(CCCCCC)S (n-heptylmercaptan), CO (methanol). Yields the product C(CCCCCC)SC=1C(CCC1)=O (2-n-heptylthiocyclopent-2-en-1-one). Yield: 49.0%. As a reaction SMILES: [CH2:1]([SH:8])[CH2:2][CH2:3][CH2:4][CH2:5][CH2:6][CH3:7].[CH3:9][OH:10]>>[CH2:1]([S:8][C:1]1[C:9](=[O:10])[CH2:4][CH2:3][CH:2]=1)[CH2:2][CH2:3][CH2:4][CH2:5][CH2:6][CH3:7]. Procedure details: Cyclopentenone (3.40 g) was oxidized in 15 ml of methanol using 4.4 ml of an aqueous solution of hydrogen peroxide and 4 ml of a 3 N aqueous solution of sodium hydroxide to afford crude 2,3-epoxycyclopentanone. To the crude product was added dropwise slowly 30 ml of a solution of 3.20 g of n-heptylmercaptan in methanol at room temperature over the course of 1.5 hours. Thirty minutes after the end of addition, the reaction mixture was concentrated under reduced pressure, and diethyl ether was add... Reactants: ClCCOCCO (2-(2-chloroethoxy)ethanol), C(CCCCCCCCCCCCCCC)N (hexadecyl amine), [OH-].[K+].C(C)O (KOH ethanol). The solvent is C(C)O (ethanol). Yields the product OCCOCCNCCCCCCCCCCCCCCCC (N-(2-hydroxyethoxy)ethyl-n-hexadecylamine). Isolated yield 70.0%. RXN SMILES: [CH2:1]([NH2:17])[CH2:2][CH2:3][CH2:4][CH2:5][CH2:6][CH2:7][CH2:8][CH2:9][CH2:10][CH2:11][CH2:12][CH2:13][CH2:14][CH2:15][CH3:16].Cl[CH2:19][CH2:20][O:21][CH2:22][CH2:23][OH:24].[OH-].[K+].C(O)C>C(O)C>[OH:24][CH2:23][CH2:22][O:21][CH2:20][CH2:19][NH:17][CH2:1][CH2:2][CH2:3][CH2:4][CH2:5][CH2:6][CH2:7][CH2:8][CH2:9][CH2:10][CH2:11][CH2:12][CH2:13][CH2:14][CH2:15][CH3:16] |f:2.3.4|. Procedure: Into a 1 l rounded-flask, were introduced 48.2 g of hexadecyl amine and 700 ml of ethanol. The mixture was heated to reflux, and then was gradually added 11 ml of 2-(2-chloroethoxy)ethanol. The mixture was refluxed for 3 hours and cooled to a room temperature. Thereto was added solution of KOH/ethanol to produce precipitates, which were removed by filtration. The filtrate was concentrated under reduced pressure, and then was recrystallized from ethanol, and dried to give 24.1 g of the title comp... The reactants are N1=CSC=2C=CC=CC12, O=C(O)C1CCCCC1. The reagents and catalysts are O=S(=O)(O)OOS(=O)(=O)O.N. Solvent: O, O=S(C)C. Conditions: temperature 40 celsius, time 40 hour. Yields the product N=1C=2C=CC=CC2SC1C3CCCCC3. The yield is 25.0%. Reactants: [N+](=O)([O-])C1=C(C=C(C(=O)OCC)C=C1)CBr (ethyl 4-nitro-3-bromomethylbenzoate), [H-].[Na+] (sodium hydride), N1C(=CC=C1)C=O (pyrrole-2-carboxaldehyde). Run in O1CCCC1 (tetrahydrofuran), O1CCCC1 (tetrahydrofuran), O1CCCC1 (tetrahydrofuran). Reaction conditions: temperature 20 celsius, time 8 hour. Product: [N+](=O)([O-])C1=C(CN2C(=CC=C2)C=O)C=C(C=C1)C(=O)OCC (1-[2-Nitro-5-(ethoxycarbonyl)benzyl]-pyrrole-2-carboxaldehyde). Yield: 83.9%. Reaction SMILES: [H-].[Na+].[NH:3]1[CH:7]=[CH:6][CH:5]=[C:4]1[CH:8]=[O:9].[N+:10]([C:13]1[CH:23]=[CH:22][C:16]([C:17]([O:19][CH2:20][CH3:21])=[O:18])=[CH:15][C:14]=1[CH2:24]Br)([O-:12])=[O:11]>O1CCCC1>[N+:10]([C:13]1[CH:23]=[CH:22][C:16]([C:17]([O:19][CH2:20][CH3:21])=[O:18])=[CH:15][C:14]=1[CH2:24][N:3]1[CH:7]=[CH:6][CH:5]=[C:4]1[CH:8]=[O:9])([O-:12])=[O:11] |f:0.1|. Procedure details: To a stirred slurry of 2.2 g of sodium hydride (60% in oil, washed with hexane) in tetrahydrofuran is added at 0° C. a solution of 4.5 g of pyrrole-2-carboxaldehyde in 25 ml of tetrahydrofuran. After the addition is complete, a solution of 15 g of ethyl 4-nitro-3-bromomethylbenzoate in 30 ml of dry tetrahydrofuran is slowly added under nitrogen. The reaction mixture is stirred at 20° C. for 8 hours and carefully quenched with water. The reaction mixture is extracted with chloroform which is wash... The reactants are NC1=CC(=NC=C1)C(=O)C1=CN(C2=C1C=NC=C2)C(CO[Si](C)(C)C(C)(C)C)C ((4-aminopyridin-2-yl)[1-(2-{[tert-butyl(dimethyl)silyl]oxy}-1-methylethyl)-1H-pyrrolo[3,2-c]pyridin-3-yl]methanone), FC(C=1C=C(C=CC1)CC(=O)O)(F)F (3-trifluoromethylphenylacetic acid). The product is [Si](C)(C)(C(C)(C)C)OCC(C)N1C=C(C=2C=NC=CC21)C(=O)C2=NC=CC(=C2)NC(CC2=CC(=CC=C2)C(F)(F)F)=O (N-(2-{[1-(2-{[tert-butyl(dimethyl)silyl]oxy}-1-methylethyl)-1H-pyrrolo[3,2-c]pyridin-3-yl]carbonyl}pyridin-4-yl)-2[3-(trifluoromethyl)phenyl]acetamide). Reaction SMILES: [NH2:1][C:2]1[CH:7]=[CH:6][N:5]=[C:4]([C:8]([C:10]2[C:14]3[CH:15]=[N:16][CH:17]=[CH:18][C:13]=3[N:12]([CH:19]([CH3:29])[CH2:20][O:21][Si:22]([C:25]([CH3:28])([CH3:27])[CH3:26])([CH3:24])[CH3:23])[CH:11]=2)=[O:9])[CH:3]=1.[F:30][C:31]([F:43])([F:42])[C:32]1[CH:33]=[C:34]([CH2:38][C:39](O)=[O:40])[CH:35]=[CH:36][CH:37]=1>>[Si:22]([O:21][CH2:20][CH:19]([N:12]1[C:13]2[CH:18]=[CH:17][N:16]=[CH:15][C:14]=2[C:10]([C:8]([C:4]2[CH:3]=[C:2]([NH:1][C:39](=[O:40])[CH2:38][C:34]3[CH:35]=[CH:36][CH:37]=[C:32]([C:31]([F:42])([F:30])[F:43])[CH:33]=3)[CH:7]=[CH:6][N:5]=2)=[O:9])=[CH:11]1)[CH3:29])([C:25]([CH3:28])([CH3:27])[CH3:26])([CH3:23])[CH3:24]. Reported procedure: Prepared according to Method Z (Preparation 8) using (4-aminopyridin-2-yl)[1-(2-{[tert-butyl(dimethyl)silyl]oxy}-1-methylethyl)-1H-pyrrolo[3,2-c]pyridin-3-yl]methanone (Preparation 30) and 3-trifluoromethylphenylacetic acid. The reactants are CC(C)(C)OC(=O)N1CCN(S(=O)(=O)c2ccc(C3CC3)cc2)C(C(=O)NCc2ccc(OC(F)(F)F)cc2)C1, Cl, C1COCCO1. Yields the product O=C(NCc1ccc(OC(F)(F)F)cc1)C1CNCCN1S(=O)(=O)c1ccc(C2CC2)cc1. As a reaction SMILES: [C:8]([O:9][C:10](=[O:11])[N:15]1[CH2:16][CH:17]([C:33]([NH:34][CH2:35][c:36]2[cH:37][cH:38][c:39]([O:42][C:43]([F:44])([F:45])[F:46])[cH:40][cH:41]2)=[O:47])[N:18]([S:21](=[O:22])(=[O:23])[c:24]2[cH:25][cH:26][c:27]([CH:30]3[CH2:31][CH2:32]3)[cH:28][cH:29]2)[CH2:19][CH2:20]1)([CH3:12])([CH3:13])[CH3:14].[ClH:7].[O:1]1[CH2:2][CH2:3][O:4][CH2:5][CH2:6]1>>[NH:15]1[CH2:16][CH:17]([C:33]([NH:34][CH2:35][c:36]2[cH:37][cH:38][c:39]([O:42][C:43]([F:44])([F:45])[F:46])[cH:40][cH:41]2)=[O:47])[N:18]([S:21](=[O:22])(=[O:23])[c:24]2[cH:25][cH:26][c:27]([CH:30]3[CH2:31][CH2:32]3)[cH:28][cH:29]2)[CH2:19][CH2:20]1.